Dataset: the Open Reaction Database (ORD), a public repository of structured organic reaction records. Task: describe an organic reaction: reactants, conditions, products, and yield The reactants are CC=1OC2=C(N1)C=CC(=C2)NC(OCC(Cl)(Cl)Cl)=O (2,2,2-trichloroethyl (2-methyl-1,3-benzoxazol-6-yl)carbamate), C1(=CC=CC=C1)C1=NSC(=N1)N1CCNCC1 (1-(3-phenyl-1,2,4-thiadiazol-5-yl)piperazine), C(C)(C)N(CC)C(C)C (diisopropylethylamine), CS(=O)C (dimethyl sulfoxide). Run in O (water). The product is CC=1OC2=C(N1)C=CC(=C2)NC(=O)N2CCN(CC2)C2=NC(=NS2)C2=CC=CC=C2 (N-(2-Methyl-1,3-benzoxazol-6-yl)-4-(3-phenyl-1,2,4-thiadiazol-5-yl)piperazine-1-carboxamide). As a reaction SMILES: [CH3:1][C:2]1[O:3][C:4]2[CH:10]=[C:9]([NH:11][C:12](=[O:19])OCC(Cl)(Cl)Cl)[CH:8]=[CH:7][C:5]=2[N:6]=1.[C:20]1([C:26]2[N:30]=[C:29]([N:31]3[CH2:36][CH2:35][NH:34][CH2:33][CH2:32]3)[S:28][N:27]=2)[CH:25]=[CH:24][CH:23]=[CH:22][CH:21]=1.C(N(C(C)C)CC)(C)C.CS(C)=O>O>[CH3:1][C:2]1[O:3][C:4]2[CH:10]=[C:9]([NH:11][C:12]([N:34]3[CH2:35][CH2:36][N:31]([C:29]4[S:28][N:27]=[C:26]([C:20]5[CH:25]=[CH:24][CH:23]=[CH:22][CH:21]=5)[N:30]=4)[CH2:32][CH2:33]3)=[O:19])[CH:8]=[CH:7][C:5]=2[N:6]=1. Reported procedure: A solution of 2,2,2-trichloroethyl (2-methyl-1,3-benzoxazol-6-yl)carbamate (200 mg, 0.618 mmol), 1-(3-phenyl-1,2,4-thiadiazol-5-yl)piperazine (152 mg, 0.618 mmol), diisopropylethylamine (0.215 ml, 1.24 mmol) and dimethyl sulfoxide (4 ml) was stirred at 70° C. for 24 hours, the reaction mixture was poured into water, and the mixture was extracted with ethyl acetate. The extract was washed with water, and dried over anhydrous magnesium sulfate. The solvent was distilled off under reduced pressure.... Starting materials: Brc1cccnc1, O=C([O-])[O-], C1COCCO1, CN(C)CC(=O)O, CCOC(C)=O, [Cs+], [Cs+], [Cu]I, O=C1c2cc(CO)nn2CCN1c1ccc(F)cc1. Yields the product O=C1c2cc(COc3cccnc3)nn2CCN1c1ccc(F)cc1. Reaction SMILES: [Br:20][c:21]1[cH:22][n:23][cH:24][cH:25][cH:26]1.[C:27](=[O:28])([O-:29])[O-:30].[CH2:40]1[O:41][CH2:42][CH2:43][O:44][CH2:45]1.[CH3:33][N:34]([CH2:35][C:36](=[O:37])[OH:38])[CH3:39].[CH3:46][CH2:47][O:48][C:49]([CH3:50])=[O:51].[Cs+:31].[Cs+:32].[Cu:52][I:53].[F:1][c:2]1[cH:3][cH:4][c:5]([N:8]2[C:9](=[O:19])[c:10]3[n:11]([n:14][c:15]([CH2:17][OH:18])[cH:16]3)[CH2:12][CH2:13]2)[cH:6][cH:7]1>>[F:1][c:2]1[cH:3][cH:4][c:5]([N:8]2[C:9](=[O:19])[c:10]3[n:11]([n:14][c:15]([CH2:17][O:18][c:21]4[cH:22][n:23][cH:24][cH:25][cH:26]4)[cH:16]3)[CH2:12][CH2:13]2)[cH:6][cH:7]1.